From a dataset of the Open Reaction Database (ORD), a public repository of structured organic reaction records. describe an organic reaction: reactants, conditions, products, and yield Starting materials: C(C1=CC=CC=C1)OC1=CC=2C3=C(C=NC2C=C1)N=C(N3C)COCCOC (8-benzyloxy-2-[2-methoxy(ethoxymethyl)]-1-methyl-1H-imidazo[4,5-c]quinoline), C(C1=CC=CC=C1)OC=1C=CC=2C3=C(C=NC2C1)N=C(N3CC(C)C)C (7-benzyloxy-2-methyl-1-(2-methylpropyl)-1H-imidazo[4,5-c]quinoline), C1=CC(=CC(=C1)Cl)C(=O)OO (mCPBA). The solvent is ClCCl (Dichloromethane). Reaction conditions: time 3 hour. Product: C(C1=CC=CC=C1)OC1=CC=2C3=C(C=[N+](C2C=C1)[O-])N=C(N3C)COCCOC (8-benzyloxy-2-[2-methoxy(ethoxymethyl)]-1-methyl-5-oxido-1H-imidazo[4,5-c]quinolin). RXN SMILES: [CH2:1]([O:8][C:9]1[CH:18]=[CH:17][C:16]2[N:15]=[CH:14][C:13]3[N:19]=[C:20]([CH2:23][O:24][CH2:25][CH2:26][O:27][CH3:28])[N:21]([CH3:22])[C:12]=3[C:11]=2[CH:10]=1)[C:2]1[CH:7]=[CH:6][CH:5]=[CH:4][CH:3]=1.C([O:36]C1C=CC2C3N(CC(C)C)C(C)=NC=3C=NC=2C=1)C1C=CC=CC=1.C1C=C(Cl)C=C(C(OO)=O)C=1>ClCCl>[CH2:1]([O:8][C:9]1[CH:18]=[CH:17][C:16]2[N+:15]([O-:36])=[CH:14][C:13]3[N:19]=[C:20]([CH2:23][O:24][CH2:25][CH2:26][O:27][CH3:28])[N:21]([CH3:22])[C:12]=3[C:11]=2[CH:10]=1)[C:2]1[CH:3]=[CH:4][CH:5]=[CH:6][CH:7]=1. Procedure: A modification of the general method described in Part B of Example 3 was followed using 8-benzyloxy-2-[2-methoxy(ethoxymethyl)]-1-methyl-1H-imidazo[4,5-c]quinoline (5.4 g, 14 mmol) in lieu of 7-benzyloxy-2-methyl-1-(2-methylpropyl)-1H-imidazo[4,5-c]quinoline. Dichloromethane (100 mL) was used as the solvent, and after three hours an analysis by TLC indicated the reaction was incomplete. Additional mCPBA (0.5 equivalents) was added, and the reaction was terminated after one additional hour. Afte... Isolated yield 51.7%. The product is S1C=NC2=C1C=C(C=C2)N2C(N(CC2)C=2C=NC(=CC2)C)=O (1-Benzothiazol-6-yl-3-(6-methyl-pyridin-3-yl)-imidazolidin-2-one). Solvent: O1CCOCC1 (1,4-dioxane). Reaction SMILES: [S:1]1[C:5]2[CH:6]=[C:7]([N:10]3[CH2:14][CH2:13][NH:12][C:11]3=[O:15])[CH:8]=[CH:9][C:4]=2[N:3]=[CH:2]1.Br[C:17]1[CH:18]=[CH:19][C:20]([CH3:23])=[N:21][CH:22]=1.N[C@@H]1CCCC[C@H]1N.P([O-])([O-])([O-])=O.[K+].[K+].[K+]>[Cu](I)I.O1CCOCC1>[S:1]1[C:5]2[CH:6]=[C:7]([N:10]3[CH2:14][CH2:13][N:12]([C:17]4[CH:22]=[N:21][C:20]([CH3:23])=[CH:19][CH:18]=4)[C:11]3=[O:15])[CH:8]=[CH:9][C:4]=2[N:3]=[CH:2]1 |f:3.4.5.6|. Procedure: Using the same reaction conditions as in Example 14, 1-benzothiazol-6-yl-imidazolidin-2-one (I-84b: 150 mg, 0.685 mmol) was reacted with 5-bromo-2-methyl-pyridine (140.5 mg, 0.822 mmol), 1,4-dioxane (10 mL), copper iodide (12.92 mg, 0.068 mmol), trans-1,2-diamino cyclohexane (23 mg, 0.205 mmol) and potassium phosphate (435 mg, 2.055 mmol) to afford the crude product. Purification by column chromatography on silica gel (2% MeOH in CHCl3) afforded 110 mg of the product (51.80% yield). Reactants: S1C=NC2=C1C=C(C=C2)N2C(NCC2)=O (1-benzothiazol-6-yl-imidazolidin-2-one), BrC=1C=CC(=NC1)C (5-bromo-2-methyl-pyridine), N[C@H]1[C@@H](CCCC1)N (trans-1,2-diamino cyclohexane), P(=O)([O-])([O-])[O-].[K+].[K+].[K+] (potassium phosphate). The reagents and catalysts are [Cu](I)I (copper iodide). Reactants: BrC=1C=NC=2N(C1)N=C(C2)C(=O)O (6-bromo-pyrazolo[1,5-a]pyrimidine-2-carboxylic acid), CC=1SC=2C(=C3CCNC(C3=CC2)C)N1 (2,6-Dimethyl-6,7,8,9-tetrahydro-thiazolo[4,5-f]isoquinoline). The product is BrC=1C=NC=2N(C1)N=C(C2)C(=O)N2C(C1=CC=C3C(=C1CC2)N=C(S3)C)C ((6-Bromo-pyrazolo[1,5-a]pyrimidin-2-yl)-(2,6-dimethyl-8,9-dihydro-6H-thiazolo[4,5-f]isoquinolin-7-yl)-methanone). Reaction SMILES: [Br:1][C:2]1[CH:3]=[N:4][C:5]2[N:6]([N:8]=[C:9]([C:11]([OH:13])=O)[CH:10]=2)[CH:7]=1.[CH3:14][C:15]1[S:16][C:17]2[C:18]([N:28]=1)=[C:19]1[C:24](=[CH:25][CH:26]=2)[CH:23]([CH3:27])[NH:22][CH2:21][CH2:20]1>>[Br:1][C:2]1[CH:3]=[N:4][C:5]2[N:6]([N:8]=[C:9]([C:11]([N:22]3[CH2:21][CH2:20][C:19]4[C:24](=[CH:25][CH:26]=[C:17]5[S:16][C:15]([CH3:14])=[N:28][C:18]5=4)[CH:23]3[CH3:27])=[O:13])[CH:10]=2)[CH:7]=1. Procedure details: In close analogy to the procedure described in Example 1, 6-bromo-pyrazolo[1,5-a]pyrimidine-2-carboxylic acid is reacted with 2,6-Dimethyl-6,7,8,9-tetrahydro-thiazolo[4,5-f]isoquinoline to provide the title compound in moderate yield. The reactants are CCc1nc2c(N)nc3cc(OCc4ccccc4)ccc3c2n1CCCCN(C(=O)[O-])C(C)(C)C, CCO, Cl. Product: CCc1nc2c(N)nc3cc(OCc4ccccc4)ccc3c2n1CCCCN. RXN SMILES: [C:2]([N:6]([C:3](=[O:4])[O-:5])[CH2:10][CH2:11][CH2:12][CH2:13][n:14]1[c:15]([CH2:36][CH3:37])[n:16][c:17]2[c:18]([NH2:35])[n:19][c:20]3[cH:21][c:22]([O:27][CH2:28][c:29]4[cH:30][cH:31][cH:32][cH:33][cH:34]4)[cH:23][cH:24][c:25]3[c:26]12)([CH3:7])([CH3:8])[CH3:9].[CH3:38][CH2:39][OH:40].[ClH:1]>>[NH2:6][CH2:10][CH2:11][CH2:12][CH2:13][n:14]1[c:15]([CH2:36][CH3:37])[n:16][c:17]2[c:18]([NH2:35])[n:19][c:20]3[cH:21][c:22]([O:27][CH2:28][c:29]4[cH:30][cH:31][cH:32][cH:33][cH:34]4)[cH:23][cH:24][c:25]3[c:26]12. The reactants are CC(=O)OCC1COc2cscc2O1, [Na+], [OH-], O. Yields the product OCC1COc2cscc2O1. RXN SMILES: [C:1](=[O:2])([CH3:3])[O:4][CH2:5][CH:6]1[CH2:7][O:8][c:9]2[c:10]([cH:12][s:13][cH:14]2)[O:11]1.[Na+:16].[OH-:15].[OH2:17]>>[OH:4][CH2:5][CH:6]1[CH2:7][O:8][c:9]2[c:10]([cH:12][s:13][cH:14]2)[O:11]1. Reactants: FC1=C(C=CC(=C1)F)[C@]([C@@H](C)N1C(N(C=C1)C1=CC=C(C=C1)OCC(C(F)F)(F)F)=O)(COS(=O)(=O)C)O (1-[(1R, 2S)-2-(2,4-Difluorophenyl)-2-hydroxy-3-methanesulfonyloxy-1-methylpropyl]-3-[4-(2,2,3,3-tetrafluoropropoxy)phenyl]-2(1H, 3H)-imidazolone), N1N=CN=C1 (1H-1,2,4-triazole), C([O-])([O-])=O.[K+].[K+] (potassium carbonate). The solvent is CN(C=O)C (dimethylformamide), C(C)(=O)OCC (ethyl acetate). Conditions: temperature 90 celsius. The product is FC1=C(C=CC(=C1)F)[C@@]([C@@H](C)N1C(N(C=C1)C1=CC=C(C=C1)OCC(C(F)F)(F)F)=O)(CN1N=CN=C1)O (1-[(1R,2S)-2-(2,4-difluorophenyl)-2-hydroxy-1-methyl-3-(1H-1,2,4-triazol-1-yl)propyl]-3-[4-(2,2,3,3-tetrafluoropropoxy)phenyl]-2(1H,3H)-imidazolone). The yield is 47.7%. Reaction SMILES: [F:1][C:2]1[CH:7]=[C:6]([F:8])[CH:5]=[CH:4][C:3]=1[C@@:9]([OH:38])([CH2:32]OS(C)(=O)=O)[C@H:10]([N:12]1[CH:16]=[CH:15][N:14]([C:17]2[CH:22]=[CH:21][C:20]([O:23][CH2:24][C:25]([F:30])([F:29])[CH:26]([F:28])[F:27])=[CH:19][CH:18]=2)[C:13]1=[O:31])[CH3:11].[NH:39]1[CH:43]=[N:42][CH:41]=[N:40]1.C(=O)([O-])[O-].[K+].[K+]>CN(C)C=O.C(OCC)(=O)C>[F:1][C:2]1[CH:7]=[C:6]([F:8])[CH:5]=[CH:4][C:3]=1[C@:9]([OH:38])([CH2:32][N:39]1[CH:43]=[N:42][CH:41]=[N:40]1)[C@H:10]([N:12]1[CH:16]=[CH:15][N:14]([C:17]2[CH:18]=[CH:19][C:20]([O:23][CH2:24][C:25]([F:29])([F:30])[CH:26]([F:27])[F:28])=[CH:21][CH:22]=2)[C:13]1=[O:31])[CH3:11] |f:2.3.4|. Reported procedure: 1-[(1R, 2S)-2-(2,4-Difluorophenyl)-2-hydroxy-3-methanesulfonyloxy-1-methylpropyl]-3-[4-(2,2,3,3-tetrafluoropropoxy)phenyl]-2(1H, 3H)-imidazolone(0.55 g) was dissolved in 15 ml of dimethylformamide, to which 0.329 g of 1H-1,2,4-triazole and 1.34 g of potassium carbonate were added. The mixture was heated at 90° C. for 5 hours. After cooling, the reaction solution was diluted with 60 ml of ethyl acetate, and washed with 30 ml of water, 1N-hydrochloric acid (30 ml×2) and 30 ml of an aqueous solutio... Reactants: ClS(=O)(=O)O (chlorosulfonic acid), C1(=CC=CC=C1)OC1=CC=CC=C1 (diphenyl ether), CN(C)C=O (DMF), ice water, C(C(=O)Cl)(=O)Cl (oxalyl chloride). Solvent: ClCCl (dichloromethane), ClCCl (dichloromethane). Conditions: time 2 hour. The product is O(C1=CC=CC=C1)C1=CC=C(C=C1)S(=O)(=O)Cl (4-Phenoxybenzenesulfonyl chloride). Reaction SMILES: [Cl:1][S:2]([OH:5])(=O)=[O:3].[C:6]1([O:12][C:13]2[CH:18]=[CH:17][CH:16]=[CH:15][CH:14]=2)[CH:11]=[CH:10][CH:9]=[CH:8][CH:7]=1.C(Cl)(=O)C(Cl)=O.CN(C=O)C>ClCCl>[O:12]([C:13]1[CH:14]=[CH:15][C:16]([S:2]([Cl:1])(=[O:5])=[O:3])=[CH:17][CH:18]=1)[C:6]1[CH:11]=[CH:10][CH:9]=[CH:8][CH:7]=1. Reported procedure: A solution of chlorosulfonic acid (4.3 mL, 64.6 mmol) in dichloromethane (20 mL) is added dropwise to a solution of diphenyl ether (10 g, 58.8 mmol) in dichloromethane (20 mL) at 0° C. under nitrogen atmosphere. The reaction mixture is slowly warmed up to RT and stirred for 2 h. To the mixture are added oxalyl chloride (6.5 ml, 76.4 mmol) and then DMF (1.5 mL) at RT. After being heated at 40° C. for 1 h, the reaction mixture is stirred at RT for 15 h. The mixture is poured to ice-water and extra...